From a dataset of the Open Reaction Database (ORD), a public repository of structured organic reaction records. describe an organic reaction: reactants, conditions, products, and yield Reactants: [Cl-].[Al+3].[Cl-].[Cl-] (Aluminum chloride), C(C)(CC)C1=CC=C(C=C1)N(C#N)C (N-4-sec-butylphenyl-N-methyl cyanamide), Cl.C(C)(CC)C1=CC=C(C=C1)N (4-sec-butylphenyl amine hydrochloride). The solvent is ClC1=CC=CC=C1 (chlorobenzene). Reaction conditions: time 2 hour. Product: C(C)(CC)C1=CC=C(C=C1)N(C(=N)NC1=CC=C(C=C1)C(C)CC)C.Cl (N,N′-bis(4-sec-Butylphenyl)-N-methyl guanidine·HCl). Isolated yield 47.0%. RXN SMILES: [Cl-:1].[Al+3].[Cl-].[Cl-].[CH:5]([C:9]1[CH:14]=[CH:13][C:12]([N:15]([CH3:18])[C:16]#[N:17])=[CH:11][CH:10]=1)([CH2:7][CH3:8])[CH3:6].Cl.[CH:20]([C:24]1[CH:29]=[CH:28][C:27]([NH2:30])=[CH:26][CH:25]=1)([CH2:22][CH3:23])[CH3:21]>ClC1C=CC=CC=1>[CH:5]([C:9]1[CH:10]=[CH:11][C:12]([N:15]([CH3:18])[C:16]([NH:30][C:27]2[CH:28]=[CH:29][C:24]([CH:20]([CH2:22][CH3:23])[CH3:21])=[CH:25][CH:26]=2)=[NH:17])=[CH:13][CH:14]=1)([CH2:7][CH3:8])[CH3:6].[ClH:1] |f:0.1.2.3,5.6,8.9|. Procedure details: Aluminum chloride (0.42 g, 3.1 mmol) was added to a stirred solution of N-4-sec-butylphenyl-N-methyl cyanamide (0.534 g, 2.84 mmol) in chlorobenzene (15 mL) at 145° C. After 10 minutes 4-sec-butylphenyl amine hydrochloride (0.474 g, 2.56 mmol, prepared from 4-sec-butyl aniline and 1.0 M HCl-ether) was added and continued reflux. After 2 hours, the reaction mixture was evaporated and the product was purified by flash chromatography to afford the title compound (0.45 g, 65%) as a syrup. TLC: Rf=0.... Starting materials: B (borane), FC=1C=C(C=CC1)[C@@H]([C@@H]1C(N(CCO1)CC1=CC=CC=C1)=O)O ((2R)-2-[(S)-(3-fluorophenyl)(hydroxy)methyl]-4-benzylmorpholin-3-one), FC=1C=C(C=CC1)[C@H]([C@H]1C(N(CCO1)CC1=CC=CC=C1)=O)O ((2S)-2-[(R)-(3-fluorophenyl)(hydroxy)methyl]-4-benzylmorpholin-3-one). The solvent is O1CCCC1 (tetrahydrofuran), O1CCCC1 (tetrahydrofuran). Conditions: temperature 60 celsius. Yields the product FC=1C=C(C=CC1)[C@@H](O)[C@H]1CN(CCO1)CC1=CC=CC=C1 ((R)-[3-fluorophenyl][(2R)-4-benzylmorpholin-2-yl]methanol), FC=1C=C(C=CC1)[C@H](O)[C@@H]1CN(CCO1)CC1=CC=CC=C1 ((S)-[3-fluorophenyl][(2S)-4-benzylmorpholin-2-yl]methanol). As a reaction SMILES: B.[F:2][C:3]1[CH:4]=[C:5]([C@H:9]([OH:24])[C@H:10]2[O:15][CH2:14][CH2:13][N:12]([CH2:16][C:17]3[CH:22]=[CH:21][CH:20]=[CH:19][CH:18]=3)[C:11]2=O)[CH:6]=[CH:7][CH:8]=1.[F:25][C:26]1[CH:27]=[C:28]([C@@H:32]([OH:47])[C@@H:33]2[O:38][CH2:37][CH2:36][N:35]([CH2:39][C:40]3[CH:45]=[CH:44][CH:43]=[CH:42][CH:41]=3)[C:34]2=O)[CH:29]=[CH:30][CH:31]=1>O1CCCC1>[F:2][C:3]1[CH:4]=[C:5]([C@H:9]([C@@H:10]2[O:15][CH2:14][CH2:13][N:12]([CH2:16][C:17]3[CH:22]=[CH:21][CH:20]=[CH:19][CH:18]=3)[CH2:11]2)[OH:24])[CH:6]=[CH:7][CH:8]=1.[F:25][C:26]1[CH:27]=[C:28]([C@@H:32]([C@H:33]2[O:38][CH2:37][CH2:36][N:35]([CH2:39][C:40]3[CH:45]=[CH:44][CH:43]=[CH:42][CH:41]=3)[CH2:34]2)[OH:47])[CH:29]=[CH:30][CH:31]=1. Reported procedure: A solution of borane in tetrahydrofuran (1M, 30.7 ml) was added dropwise to a stirred solution of diastereomer 1 (2R)-2-[(S)-(3-fluorophenyl)(hydroxy)methyl]-4-benzylmorpholin-3-one and (2S)-2-[(R)-(3-fluorophenyl)(hydroxy)methyl]-4-benzylmorpholin-3-one (2.42 g 7.68 mmol) in dried tetrahydrofuran (30 ml) at room temperature under nitrogen causing effervesence. The solution was heated to 60° C. for 2 h, allowed to cool to room temperature and excess borane quenched by adding methanol (15 ml) slo...